From a dataset of the Open Reaction Database (ORD), a public repository of structured organic reaction records. describe an organic reaction: reactants, conditions, products, and yield The reactants are ClC1=C(COC=2C=CC=C3C(=CC(=NC23)C)OCC2=NC=CC=C2)C(=CC=C1N(C(CN1C(C=2C(C1=O)=CC=CC2)=O)=O)C)Cl (8-[2,6-dichloro-3-[N-methyl-N-(phthalimidoacetyl)amino]benzyloxy]-2-methyl-4-(2-pyridylmethoxy)quinoline), O.NN (hydrazine monohydrate). The solvent is C(C)O (ethanol). Yields the product NCC(=O)N(C)C=1C(=C(COC=2C=CC=C3C(=CC(=NC23)C)OCC2=NC=CC=C2)C(=CC1)Cl)Cl (8-[3-(N-glycyl-N-methylamino)-2,6-dichlorobenzyloxy]-2-methyl-4-(2-pyridylmethoxy)quinoline). Isolated yield 65.2%. RXN SMILES: [Cl:1][C:2]1[C:28]([N:29]([CH3:44])[C:30](=[O:43])[CH2:31][N:32]2C(=O)C3=CC=CC=C3C2=O)=[CH:27][CH:26]=[C:25]([Cl:45])[C:3]=1[CH2:4][O:5][C:6]1[CH:7]=[CH:8][CH:9]=[C:10]2[C:15]=1[N:14]=[C:13]([CH3:16])[CH:12]=[C:11]2[O:17][CH2:18][C:19]1[CH:24]=[CH:23][CH:22]=[CH:21][N:20]=1.O.NN>C(O)C>[NH2:32][CH2:31][C:30]([N:29]([C:28]1[C:2]([Cl:1])=[C:3]([C:25]([Cl:45])=[CH:26][CH:27]=1)[CH2:4][O:5][C:6]1[CH:7]=[CH:8][CH:9]=[C:10]2[C:15]=1[N:14]=[C:13]([CH3:16])[CH:12]=[C:11]2[O:17][CH2:18][C:19]1[CH:24]=[CH:23][CH:22]=[CH:21][N:20]=1)[CH3:44])=[O:43] |f:1.2|. Procedure details: A mixture of 8-[2,6-dichloro-3-[N-methyl-N-(phthalimidoacetyl)amino]benzyloxy]-2-methyl-4-(2-pyridylmethoxy)quinoline (750 mg), hydrazine monohydrate (117 mg) and ethanol was heated under reflex for 4 hours. The precipitate was removed by filtration and filtrate was evaporated in vacuo. The residue was dissolved with a mixture of chloroform and methanol (10:1, V/V), precipitate was removed by filtration and filtrate was evaporated in vacuo. The residue was purified by column chromatography on si... The reactants are C1(=CC=C(C=C1)C(=O)C1=C(C=C2N1CCC2C(=O)OC(C)C)C)C (isopropyl 5-p-toluoyl-1,2-dihydro-6-methyl-3H-pyrrolo[1,2-a]pyrrole-1-carboxylate), CO (methanol), C([O-])([O-])=O.[K+].[K+] (potassium carbonate). Run in O (water). Yields the product C1(=CC=C(C=C1)C(=O)C1=C(C=C2N1CCC2C(=O)O)C)C (5-p-toluoyl-1,2-dihydro-6-methyl-3H-pyrrolo[1,2-a]pyrrole-1-carboxylic acid). As a reaction SMILES: [C:1]1([CH3:24])[CH:6]=[CH:5][C:4]([C:7]([C:9]2[N:13]3[CH2:14][CH2:15][CH:16]([C:17]([O:19]C(C)C)=[O:18])[C:12]3=[CH:11][C:10]=2[CH3:23])=[O:8])=[CH:3][CH:2]=1.CO.C(=O)([O-])[O-].[K+].[K+]>O>[C:1]1([CH3:24])[CH:2]=[CH:3][C:4]([C:7]([C:9]2[N:13]3[CH2:14][CH2:15][CH:16]([C:17]([OH:19])=[O:18])[C:12]3=[CH:11][C:10]=2[CH3:23])=[O:8])=[CH:5][CH:6]=1 |f:2.3.4|. Procedure: A solution of 500 mg. of isopropyl 5-p-toluoyl-1,2-dihydro-6-methyl-3H-pyrrolo[1,2-a]pyrrole-1-carboxylate in 15 ml. of methanol is treated with a solution of 1.05 g. of potassium carbonate in 8 ml. of water. The reaction mixture is refluxed under nitrogen atmosphere for 30 minutes, cooled, and evaporated to dryness. The residue is taken up in 10 ml. of 10% aqueous hydrochloric acid and 50 ml. of water and the resultant mixture extracted with ethyl acetate (3 × 50 ml.). The combined extracts are... Starting materials: N#Cc1cccc(NC(=O)Nc2ccc(S(=O)(=O)NCc3ccc(S(N)(=O)=O)cc3)cc2)c1, CCCCC(=O)N1CCNCC1. Yields the product CCCCC(=O)N1CCN(C(=N)c2cccc(NC(=O)Nc3ccc(S(=O)(=O)NCc4ccc(S(N)(=O)=O)cc4)cc3)c2)CC1. As a reaction SMILES: [C:1](#[N:2])[c:3]1[cH:4][c:5]([NH:9][C:10]([NH:11][c:12]2[cH:13][cH:14][c:15]([S:18](=[O:19])(=[O:20])[NH:21][CH2:22][c:23]3[cH:24][cH:25][c:26]([S:29]([NH2:30])(=[O:31])=[O:32])[cH:27][cH:28]3)[cH:16][cH:17]2)=[O:33])[cH:6][cH:7][cH:8]1.[N:34]1([C:40]([CH2:41][CH2:42][CH2:43][CH3:44])=[O:45])[CH2:35][CH2:36][NH:37][CH2:38][CH2:39]1>>[C:1](=[NH:2])([c:3]1[cH:4][c:5]([NH:9][C:10]([NH:11][c:12]2[cH:13][cH:14][c:15]([S:18](=[O:19])(=[O:20])[NH:21][CH2:22][c:23]3[cH:24][cH:25][c:26]([S:29]([NH2:30])(=[O:31])=[O:32])[cH:27][cH:28]3)[cH:16][cH:17]2)=[O:33])[cH:6][cH:7][cH:8]1)[N:37]1[CH2:36][CH2:35][N:34]([C:40]([CH2:41][CH2:42][CH2:43][CH3:44])=[O:45])[CH2:39][CH2:38]1.